From a dataset of the Open Reaction Database (ORD), a public repository of structured organic reaction records. describe an organic reaction: reactants, conditions, products, and yield The reactants are O.NN (hydrazine hydrate), CC=1NC(=C(C(C1C(=O)OC)C1=C(C=CC=C1)[N+](=O)[O-])C(=O)OCCN1C(C=2C(C1=O)=CC=CC2)=O)C (1,4-dihydro-2,6-dimethyl-3-methoxycarbonyl-4-(2-nitrophenyl)-5-(2-phthalimidoethoxy)carbonylpyridine). Run in C(C)O (ethanol), C(C)O (ethanol). Conditions: time 2 hour. Product: CC=1NC(=C(C(C1C(=O)OC)C1=C(C=CC=C1)[N+](=O)[O-])C(=O)OCCN)C (1,4-Dihydro-2,6-dimethyl-3-methoxycarbonyl-4-(2-nitrophenyl)-5-(2-amino-ethoxy)carbonyl-pyridine). The yield is 77.5%. Reaction SMILES: O.NN.[CH3:4][C:5]1[NH:6][C:7]([CH3:40])=[C:8]([C:24]([O:26][CH2:27][CH2:28][N:29]2C(=O)C3=CC=CC=C3C2=O)=[O:25])[CH:9]([C:15]2[CH:20]=[CH:19][CH:18]=[CH:17][C:16]=2[N+:21]([O-:23])=[O:22])[C:10]=1[C:11]([O:13][CH3:14])=[O:12]>C(O)C>[CH3:4][C:5]1[NH:6][C:7]([CH3:40])=[C:8]([C:24]([O:26][CH2:27][CH2:28][NH2:29])=[O:25])[CH:9]([C:15]2[CH:20]=[CH:19][CH:18]=[CH:17][C:16]=2[N+:21]([O-:23])=[O:22])[C:10]=1[C:11]([O:13][CH3:14])=[O:12] |f:0.1|. Procedure: 1.5 ml (30 mmol) of hydrazine hydrate in 7.5 ml of ethanol are added dropwise to a boiling solution of 5.05 g (10 mmol) of 1,4-dihydro-2,6-dimethyl-3-methoxycarbonyl-4-(2-nitrophenyl)-5-(2-phthalimidoethoxy)carbonylpyridine in 50 ml of ethanol. Boiling is continued for 2 hours and the reaction mixture is then cooled and concentrated by evaporation under vacuum. The residue is stirred up with 25 ml of 2N-hydrochloric acid for 30 minutes at room temperature and the precipitated solid is removed by... Reactants: BrC1=CC(=C(C=2CCN(CC12)CC1=CC=C(C=C1)C(F)(F)F)N)[N+](=O)[O-] (8-Bromo-1,2,3,4-tetrahydro-6-nitro-2-[[4-(trifluoromethyl)phenyl]methyl]-5-isoquinolinamine). Reagents/catalysts: [Pd] (Pd/C). Run in CO (methanol). Conditions: time 15 minute. Yields the product Br.FC(C1=CC=C(C=C1)CN1CC2=CC=C(C(=C2CC1)N)N)(F)F (1,2,3,4-Tetrahydro-2-[[4-(trifluoromethyl)phenyl]methyl]-5,6-isoquinolinediamine monohydrobromide). The yield is 88.8%. As a reaction SMILES: [Br:1][C:2]1[C:11]2[CH2:10][N:9]([CH2:12][C:13]3[CH:18]=[CH:17][C:16]([C:19]([F:22])([F:21])[F:20])=[CH:15][CH:14]=3)[CH2:8][CH2:7][C:6]=2[C:5]([NH2:23])=[C:4]([N+:24]([O-])=O)[CH:3]=1>CO.[Pd]>[BrH:1].[F:21][C:19]([F:20])([F:22])[C:16]1[CH:15]=[CH:14][C:13]([CH2:12][N:9]2[CH2:8][CH2:7][C:6]3[C:11](=[CH:2][CH:3]=[C:4]([NH2:24])[C:5]=3[NH2:23])[CH2:10]2)=[CH:18][CH:17]=1 |f:3.4|. Reported procedure: A solution of product from Example 24 (0.91 g, 2.1 mmol) in methanol (100 mL was shaken over 20% Pd/C under hydrogen and pressure for 15 minutes. The catalyst was filtered off and concentrated under vacuum to give the title compound (0.75 g, 88% yield) as a red-brown solid, mp=131-136° C. Reactants: C(#N)C1=C(N(C(=C1)C)C1=C(C=C(C=C1C)C)C)NC(C)=O (N-[3-Cyano-5-methyl-1-(2,4,6-trimethylphenyl)-1H-pyrrol-2-yl]acetamide), P(O)(O)(O)=O (phosphoric acid), ice water. Run at temperature 130 celsius. The product is CC=1NC(C2=C(N1)N(C(=C2)C)C2=C(C=C(C=C2C)C)C)=O (2,6-Dimethyl-7-(2,4,6-trimethylphenyl)-3,7-dihydro-pyrrol[2,3-d]pyrimidin-4-one). Isolated yield 67.0%. RXN SMILES: [C:1]([C:3]1[CH:7]=[C:6]([CH3:8])[N:5]([C:9]2[C:14]([CH3:15])=[CH:13][C:12]([CH3:16])=[CH:11][C:10]=2[CH3:17])[C:4]=1[NH:18][C:19](=O)[CH3:20])#[N:2].P(=O)(O)(O)[OH:23]>>[CH3:20][C:19]1[NH:2][C:1](=[O:23])[C:3]2[CH:7]=[C:6]([CH3:8])[N:5]([C:9]3[C:14]([CH3:15])=[CH:13][C:12]([CH3:16])=[CH:11][C:10]=3[CH3:17])[C:4]=2[N:18]=1. Procedure: A mixture of compound (4) (32.1 g, 0.144 mol) and 85% phosphoric acid (30 mL) was heated at 130° C. for 30 minutes. The resulting mixture was cooled to room temperature, poured into ice water with vigorous stirring, and the resulting precipitate was filtered and dried under vacuum to afford 21.6 g (67%) of compound (5) as a pink solid. Reactants: CCCCCC1CNC(C(=O)NC(C(C)C)C2OC(SC)C(O)C(O)C2O)C1, CCOC=N, [Na+], C1COCCO1, [OH-]. Yields the product CCCCCC1CC(C(=O)NC(C(C)C)C2OC(SC)C(O)C(O)C2O)N(C=N)C1. RXN SMILES: [CH3:1][CH:2]([CH:3]([CH:4]1[O:5][CH:6]([S:13][CH3:14])[CH:7]([OH:12])[CH:8]([OH:11])[CH:9]1[OH:10])[NH:15][C:16](=[O:17])[CH:18]1[NH:19][CH2:20][CH:21]([CH2:23][CH2:24][CH2:25][CH2:26][CH3:27])[CH2:22]1)[CH3:28].[CH:29]([O:30][CH2:31][CH3:32])=[NH:33].[Na+:35].[O:36]1[CH2:37][CH2:38][O:39][CH2:40][CH2:41]1.[OH-:34]>>[CH3:1][CH:2]([CH:3]([CH:4]1[O:5][CH:6]([S:13][CH3:14])[CH:7]([OH:12])[CH:8]([OH:11])[CH:9]1[OH:10])[NH:15][C:16](=[O:17])[CH:18]1[N:19]([CH:29]=[NH:33])[CH2:20][CH:21]([CH2:23][CH2:24][CH2:25][CH2:26][CH3:27])[CH2:22]1)[CH3:28]. Starting materials: O=C(OCC1OC(O)CS1)c1ccccc1, O=C(Cl)c1ccc(Cl)c(Cl)c1, ClCCl, c1ccncc1. The product is O=C(OCC1OC(OC(=O)c2ccc(Cl)c(Cl)c2)CS1)c1ccccc1. Reaction SMILES: [C:1]([c:2]1[cH:3][cH:4][cH:5][cH:6][cH:7]1)(=[O:8])[O:9][CH2:10][CH:11]1[O:12][CH:13]([OH:16])[CH2:14][S:15]1.[Cl:17][c:18]1[cH:19][c:20]([C:21](=[O:22])[Cl:23])[cH:24][cH:25][c:26]1[Cl:27].[Cl:28][CH2:29][Cl:30].[cH:31]1[cH:32][cH:33][n:34][cH:35][cH:36]1>>[C:1]([c:2]1[cH:3][cH:4][cH:5][cH:6][cH:7]1)(=[O:8])[O:9][CH2:10][CH:11]1[O:12][CH:13]([O:16][C:21]([c:20]2[cH:19][c:18]([Cl:17])[c:26]([Cl:27])[cH:25][cH:24]2)=[O:22])[CH2:14][S:15]1. Reactants: COC(=O)C1CCC2C3CCC4CC(O)C(OC(C)=O)CC4(C)C3C(NC3CCCCC3)CC12C, Cc1ccc(S(=O)(=O)O)cc1, CC(=O)OC(C)=O, CCO, CCOC(C)=O, ClC(Cl)Cl. Product: COC(=O)C1CCC2C3CCC4CC(OC(C)=O)C(OC(C)=O)CC4(C)C3C(NC3CCCCC3)CC12C. RXN SMILES: [C:1]([CH3:2])(=[O:3])[O:4][CH:5]1[CH:6]([OH:35])[CH2:7][CH:8]2[CH2:9][CH2:10][CH:11]3[CH:12]4[CH2:13][CH2:14][CH:15]([C:31](=[O:32])[O:33][CH3:34])[C:16]4([CH3:17])[CH2:18][CH:19]([NH:24][CH:25]4[CH2:26][CH2:27][CH2:28][CH2:29][CH2:30]4)[CH:20]3[C:21]2([CH3:23])[CH2:22]1.[CH3:36][c:37]1[cH:38][cH:39][c:40]([S:41]([OH:42])(=[O:43])=[O:44])[cH:45][cH:46]1.[CH3:47][C:48](=[O:49])[O:50][C:51](=[O:52])[CH3:53].[CH3:58][CH2:59][OH:60].[CH3:61][CH2:62][O:63][C:64](=[O:65])[CH3:66].[CH:54]([Cl:55])([Cl:56])[Cl:57]>>[C:1]([CH3:2])(=[O:3])[O:4][CH:5]1[CH:6]([O:35][C:48]([CH3:47])=[O:49])[CH2:7][CH:8]2[CH2:9][CH2:10][CH:11]3[CH:12]4[CH2:13][CH2:14][CH:15]([C:31](=[O:32])[O:33][CH3:34])[C:16]4([CH3:17])[CH2:18][CH:19]([NH:24][CH:25]4[CH2:26][CH2:27][CH2:28][CH2:29][CH2:30]4)[CH:20]3[C:21]2([CH3:23])[CH2:22]1. The reactants are C(C)(C)(C)OC([C@H]([C@@H](C)NC(=O)C=1N=C(C2=CC(=CC=C2C1O)OC1=CC=CC=C1)C#N)C)=O ((2S,3R)-3-[(1-cyano-4-hydroxy-7-phenoxy-isoquinoline-3-carbonyl)-amino]-2-methyl-butyric acid tert-butyl ester), FC(C(=O)O)(F)F (trifluoroacetic acid). Run in C(Cl)Cl (CH2Cl2). Reaction conditions: time 2 hour. The product is C(#N)C1=NC(=C(C2=CC=C(C=C12)OC1=CC=CC=C1)O)C(=O)N[C@@H]([C@@H](C(=O)O)C)C ((2S,3R)-3-[(1-Cyano-4-hydroxy-7-phenoxy-isoquinoline-3-carbonyl)-amino]-2-methyl-butyric acid). Yield: 85.8%. As a reaction SMILES: C([O:5][C:6](=[O:34])[C@@H:7]([CH3:33])[C@H:8]([NH:10][C:11]([C:13]1[N:14]=[C:15]([C:31]#[N:32])[C:16]2[C:21]([C:22]=1[OH:23])=[CH:20][CH:19]=[C:18]([O:24][C:25]1[CH:30]=[CH:29][CH:28]=[CH:27][CH:26]=1)[CH:17]=2)=[O:12])[CH3:9])(C)(C)C.FC(F)(F)C(O)=O>C(Cl)Cl>[C:31]([C:15]1[C:16]2[C:21](=[CH:20][CH:19]=[C:18]([O:24][C:25]3[CH:26]=[CH:27][CH:28]=[CH:29][CH:30]=3)[CH:17]=2)[C:22]([OH:23])=[C:13]([C:11]([NH:10][C@H:8]([CH3:9])[C@H:7]([CH3:33])[C:6]([OH:34])=[O:5])=[O:12])[N:14]=1)#[N:32]. Reported procedure: To a solution of (2S,3R)-3-[(1-cyano-4-hydroxy-7-phenoxy-isoquinoline-3-carbonyl)-amino]-2-methyl-butyric acid tert-butyl ester (32 mg, 0.069 mmol) in CH2Cl2 (3 mL) was added trifluoroacetic acid (2 mL) at 0° C., and the mixture was stirred at r.t. for 2 h. The mixture was concentrated in vacuo, and the resulting residue was dissolved in saturated NaHCO3 and washed several times with ether. The aqueous layer was acidified to pH ˜2 with 4 M HCl, and the resulting precipitate was isolated by filtr...